Dataset: the Open Reaction Database (ORD), a public repository of structured organic reaction records. Task: describe an organic reaction: reactants, conditions, products, and yield The reactants are ClC=1C2=C(N=CN1)N(C=C2I)C(C)C (4-chloro-5-iodo-7-isopropylpyrrolo[2,3-d]pyrimidine), COC1=CC=C(C=C1)B(O)O (4-methoxybenzeneboronic acid), C1(=CC=CC=C1)C (toluene), C([O-])(O)=O.[Na+] (sodium bicarbonate). The reagents and catalysts are C1=CC=C(C=C1)P(C2=CC=CC=C2)C3=CC=CC=C3.C1=CC=C(C=C1)P(C2=CC=CC=C2)C3=CC=CC=C3.Cl[Pd]Cl (bis(triphenylphosphine)palladium (II) chloride). Run in O (water), C(C)O (ethanol). Reaction conditions: temperature 105 celsius. Product: ClC=1C2=C(N=CN1)N(C=C2C2=CC=C(C=C2)OC)C(C)C (4-chloro-7-isopropyl-5-(4-methoxyphenyl)pyrrolo[2,3-d]pyrimidine). Reaction SMILES: [Cl:1][C:2]1[C:3]2[C:10](I)=[CH:9][N:8]([CH:12]([CH3:14])[CH3:13])[C:4]=2[N:5]=[CH:6][N:7]=1.[CH3:15][O:16][C:17]1[CH:22]=[CH:21][C:20](B(O)O)=[CH:19][CH:18]=1.C1(C)C=CC=CC=1.C(=O)(O)[O-].[Na+]>C1C=CC(P(C2C=CC=CC=2)C2C=CC=CC=2)=CC=1.C1C=CC(P(C2C=CC=CC=2)C2C=CC=CC=2)=CC=1.Cl[Pd]Cl.O.C(O)C>[Cl:1][C:2]1[C:3]2[C:10]([C:20]3[CH:21]=[CH:22][C:17]([O:16][CH3:15])=[CH:18][CH:19]=3)=[CH:9][N:8]([CH:12]([CH3:14])[CH3:13])[C:4]=2[N:5]=[CH:6][N:7]=1 |f:3.4,5.6.7|. Reported procedure: A mixture of 4-chloro-5-iodo-7-isopropylpyrrolo[2,3-d]pyrimidine (2.8 g), 4-methoxybenzeneboronic acid (1.32 g), bis(triphenylphosphine)palladium (II) chloride (625 mg), toluene (85 ml), ethanol (11 ml), water (22 ml) and sodium bicarbonate (2.2 g) was heated under nitrogen at 105° C. for 18 hours. The mixture was allowed to cool to ambient temperature and then partitioned between ethyl acetate (100 ml) and brine (100 ml). The organic layer was separated and the aqueous layer was washed with eth... The reactants are ClC(COC(=O)OC=1C=C2C(C(=COC2=CC1OC(=O)OCC(Cl)(Cl)Cl)C(=O)O)=O)(Cl)Cl (6,7-Bis(2,2,2-trichloroethoxycarbonyloxy)chromone-3-carboxylic acid), S(=O)(Cl)Cl (thionyl chloride). The solvent is C1=CC=CC=C1 (benzene). Run at time 3 hour. Product: ClC(COC(=O)OC=1C=C2C(C(=COC2=CC1OC(=O)OCC(Cl)(Cl)Cl)C(=O)Cl)=O)(Cl)Cl (6,7-Bis(2,2,2-trichloroethoxycarbonyloxy)chromone-3-carbonyl chloride). As a reaction SMILES: [Cl:1][C:2]([Cl:32])([Cl:31])[CH2:3][O:4][C:5]([O:7][C:8]1[CH:9]=[C:10]2[C:15](=[CH:16][C:17]=1[O:18][C:19]([O:21][CH2:22][C:23]([Cl:26])([Cl:25])[Cl:24])=[O:20])[O:14][CH:13]=[C:12]([C:27]([OH:29])=O)[C:11]2=[O:30])=[O:6].S(Cl)([Cl:35])=O>C1C=CC=CC=1>[Cl:1][C:2]([Cl:31])([Cl:32])[CH2:3][O:4][C:5]([O:7][C:8]1[CH:9]=[C:10]2[C:15](=[CH:16][C:17]=1[O:18][C:19]([O:21][CH2:22][C:23]([Cl:26])([Cl:24])[Cl:25])=[O:20])[O:14][CH:13]=[C:12]([C:27]([Cl:35])=[O:29])[C:11]2=[O:30])=[O:6]. Reported procedure: 6,7-Bis(2,2,2-trichloroethoxycarbonyloxy)chromone-3-carboxylic acid (57.3 mg) was dissolved in benzene (10 ml). To the solution was added with stirring at room temperature thionyl chloride (0.5 ml). The mixture was refluxed with stirring for three hours, and the reaction solution was concentrated. To the concentrate was added n-hexane (5 ml) to cause crystallization of the reaction product. The resulting product was recovered by filtration and washed with n-hexan and dried. There were thus obtai... Reactants: resultant mixture, ONC(C1=C2C=CN(C2=CC=C1)CCC(=O)OCC)=N (Ethyl 3-{4-[(hydroxyamino)(imino)methyl]-1H-indol-1-yl}propanoate), ClC=1C=C(C=NC1OC(C)C)C(=O)O (5-chloro-6-[(1-methylethyl)oxy]-3-pyridinecarboxylic acid), C=1C=CC2=C(C1)N=NN2O (HOBT), CCN=C=NCCCN(C)C (EDCI). The solvent is CN(C)C=O (DMF), CN(C)C=O (DMF). Reaction conditions: temperature 80 celsius, time 2 hour. Yields the product ClC=1C=C(C=NC1OC(C)C)C1=NC(=NO1)C1=C2C=CN(C2=CC=C1)CCC(=O)O (3-[4-(5-{5-Chloro-6-[(1-methylethyl)oxy]-3-pyridinyl}-1,2,4-oxadiazol-3-yl)-1H-indol-1-yl]propanoic acid). Yield: 20.6%. Reaction SMILES: [OH:1][NH:2][C:3](=[NH:20])[C:4]1[CH:12]=[CH:11][CH:10]=[C:9]2[C:5]=1[CH:6]=[CH:7][N:8]2[CH2:13][CH2:14][C:15]([O:17]CC)=[O:16].[Cl:21][C:22]1[CH:23]=[C:24]([C:32](O)=O)[CH:25]=[N:26][C:27]=1[O:28][CH:29]([CH3:31])[CH3:30].C1C=CC2N(O)N=NC=2C=1.CCN=C=NCCCN(C)C>CN(C=O)C>[Cl:21][C:22]1[CH:23]=[C:24]([C:32]2[O:1][N:2]=[C:3]([C:4]3[CH:12]=[CH:11][CH:10]=[C:9]4[C:5]=3[CH:6]=[CH:7][N:8]4[CH2:13][CH2:14][C:15]([OH:17])=[O:16])[N:20]=2)[CH:25]=[N:26][C:27]=1[O:28][CH:29]([CH3:30])[CH3:31]. Procedure details: Ethyl 3-{4-[(hydroxyamino)(imino)methyl]-1H-indol-1-yl}propanoate (D57) (150 mg) in DMF (2.5 ml) was added to a solution of 5-chloro-6-[(1-methylethyl)oxy]-3-pyridinecarboxylic acid (D61) (118 mg), HOBT (81 mg) and EDCI (114 mg) which had been stirring at RT for 10 minutes in DMF (2.5 ml). The resultant mixture was stirred at RT for 2 hours then heated at 80° C. for three days. The reaction mixture was evaporated to dryness and extracted from H2O (25 ml) with EtOAc (2×25 ml). The combined organi... Reactants: COC(=O)c1ccc(CCc2ccccc2OCc2ccccc2)cc1O, COC(=O)c1ccc(C=Cc2ccccc2OCc2ccccc2)cc1OC. Product: COC(=O)c1ccc(CCc2ccccc2OCc2ccccc2)cc1OC. Reaction SMILES: [CH2:1]([O:2][c:3]1[cH:4][cH:5][cH:6][cH:7][c:8]1[CH2:9][CH2:10][c:11]1[cH:12][cH:13][c:14]([C:15]([O:16][CH3:17])=[O:18])[c:19]([OH:20])[cH:21]1)[c:22]1[cH:23][cH:24][cH:25][cH:26][cH:27]1.[CH2:28]([c:29]1[cH:30][cH:31][cH:32][cH:33][cH:34]1)[O:35][c:36]1[c:37]([CH:42]=[CH:43][c:44]2[cH:45][c:46]([O:54][CH3:55])[c:47]([C:48](=[O:49])[O:50][CH3:51])[cH:52][cH:53]2)[cH:38][cH:39][cH:40][cH:41]1>>[CH2:28]([c:29]1[cH:30][cH:31][cH:32][cH:33][cH:34]1)[O:35][c:36]1[c:37]([CH2:42][CH2:43][c:44]2[cH:45][c:46]([O:54][CH3:55])[c:47]([C:48](=[O:49])[O:50][CH3:51])[cH:52][cH:53]2)[cH:38][cH:39][cH:40][cH:41]1. Reactants: C(C)OC(=O)C1=C(C2=C(C(=N1)Br)SC(=N2)C2=CC=CC=C2)O (4-bromo-7-hydroxy-2-phenyl-thiazolo[5,4-c]pyridine-6-carboxylic acid ethyl ester), B1(C2CCCC1CCC2)CC3=CC=CC=C3 (B-benzyl-9-BBN), P(=O)([O-])([O-])[O-].[K+].[K+].[K+] (potassium phosphate), C1(CCCCC1)P(C1=C(C=CC=C1)C1=C(C=CC=C1OC)OC)C1CCCCC1 (2-(dicyclohexylphosphino)-2′,6′-dimethoxybiphenyl). Reagents/catalysts: C(C)(=O)[O-].[Pd+2].C(C)(=O)[O-] (palladium acetate). Solvent: CN(C=O)C (dimethylformamide). The product is C(C)OC(=O)C1=C(C2=C(C(=N1)CC1=CC=CC=C1)SC(=N2)C2=CC=CC=C2)O (4-Benzyl-7-hydroxy-2-phenyl-thiazolo[5,4-c]pyridine-6-carboxylic acid ethyl ester). Isolated yield 17.9%. RXN SMILES: [CH2:1]([O:3][C:4]([C:6]1[N:11]=[C:10](Br)[C:9]2[S:13][C:14]([C:16]3[CH:21]=[CH:20][CH:19]=[CH:18][CH:17]=3)=[N:15][C:8]=2[C:7]=1[OH:22])=[O:5])[CH3:2].B1([CH2:32][C:33]2[CH:38]=[CH:37][CH:36]=[CH:35][CH:34]=2)C2CCCC1CCC2.P([O-])([O-])([O-])=O.[K+].[K+].[K+].C1(P(C2CCCCC2)C2C=CC=CC=2C2C(OC)=CC=CC=2OC)CCCCC1>CN(C)C=O.C([O-])(=O)C.[Pd+2].C([O-])(=O)C>[CH2:1]([O:3][C:4]([C:6]1[N:11]=[C:10]([CH2:32][C:33]2[CH:38]=[CH:37][CH:36]=[CH:35][CH:34]=2)[C:9]2[S:13][C:14]([C:16]3[CH:21]=[CH:20][CH:19]=[CH:18][CH:17]=3)=[N:15][C:8]=2[C:7]=1[OH:22])=[O:5])[CH3:2] |f:2.3.4.5,8.9.10|. Reported procedure: A mixture of 4-bromo-7-hydroxy-2-phenyl-thiazolo[5,4-c]pyridine-6-carboxylic acid ethyl ester (351 mg, 0.93 mmole), B-benzyl-9-BBN (4.6 ml, 2.3 mmole, 0.5 M in THF), potassium phosphate (592 mg, 2.79 mmole), (2-(dicyclohexylphosphino)-2′,6′-dimethoxybiphenyl)(76 mg, 0.18 mmole) and palladium acetate (21 mg, 0.09 mmole) in dimethylformamide (1 ml) was refluxed for 20 h before it was cooled to room temperature and partitioned between ethyl acetate and water. The mixture was filtered and the organi... Reactants: C[C@](CC=1C=CC(=C(C1)O)O)(C(=O)O)N (α-methyldopa), C(C1=CC=CC=C1)Br (benzyl bromide), [Br-].[Li+] (lithium bromide), 4A. The solvent is CN1C(CCC1)=O (N-methylpyrrolidinone). Conditions: temperature 25 celsius, time 65 hour. Product: OC=1C=C(C=CC1O)C[C@](N)(C(=O)OCC1=CC=CC=C1)C (benzyl (S)-3-(3,4-dihydroxyphenyl)-2-methylalaninate). Isolated yield 85.0%. RXN SMILES: [CH3:1][C@@:2]([NH2:15])([C:12]([OH:14])=[O:13])[CH2:3][C:4]1[CH:5]=[CH:6][C:7]([OH:11])=[C:8]([OH:10])[CH:9]=1.[Br-].[Li+].[CH2:18](Br)[C:19]1[CH:24]=[CH:23][CH:22]=[CH:21][CH:20]=1>CN1CCCC1=O>[OH:10][C:8]1[CH:9]=[C:4]([CH2:3][C@@:2]([CH3:1])([C:12]([O:14][CH2:18][C:19]2[CH:24]=[CH:23][CH:22]=[CH:21][CH:20]=2)=[O:13])[NH2:15])[CH:5]=[CH:6][C:7]=1[OH:11] |f:1.2|. Procedure: In a manner similar to that described in Example I, 1.05 grams (0.005 mole) of α-methyldopa, 0.88 gram (0.010 mole) of lithium bromide, 0.5 gram of powdered 4A sieves, 0.98 gram (0.0057 mole) of benzyl bromide and 5.0 grams of N-methylpyrrolidinone were stirred for 65 hours at 25° C. At the end of this period, high pressure liquid chromatographic assay showed an 85 percent yield of the desired benzyl (S)-3-(3,4-dihydroxyphenyl)-2-methylalaninate product. Reactants: COc1ccc2[nH]ccc2c1, [K+], NOS(=O)(=O)O, CN(C)C=O, [OH-], O. RXN SMILES: [CH3:1][O:2][c:3]1[cH:4][c:5]2[cH:6][cH:7][nH:8][c:9]2[cH:10][cH:11]1.[K+:13].[NH2:14][O:15][S:16]([OH:17])(=[O:18])=[O:19].[O:21]=[CH:22][N:23]([CH3:24])[CH3:25].[OH-:12].[OH2:20]>>[CH3:1][O:2][c:3]1[cH:4][c:5]2[cH:6][cH:7][n:8]([NH2:14])[c:9]2[cH:10][cH:11]1. The product is COc1ccc2c(ccn2N)c1.